Task: describe an organic reaction: reactants, conditions, products, and yield. Dataset: the Open Reaction Database (ORD), a public repository of structured organic reaction records Starting materials: [BH4-], CCOC(C)=O, CO, CC(C)(C)OC(=O)NCCc1ccc(C(=O)c2cc(Cl)ccc2N)cc1, [Na+]. Product: CC(C)(C)OC(=O)NCCc1ccc(C(O)c2cc(Cl)ccc2N)cc1. As a reaction SMILES: [BH4-:29].[CH2:31]([O:32][C:33](=[O:34])[CH3:35])[CH3:36].[CH3:1][OH:2].[NH2:3][c:4]1[c:5]([C:6](=[O:7])[c:8]2[cH:9][cH:10][c:11]([CH2:14][CH2:15][NH:16][C:17](=[O:18])[O:19][C:20]([CH3:21])([CH3:22])[CH3:23])[cH:12][cH:13]2)[cH:24][c:25]([Cl:28])[cH:26][cH:27]1.[Na+:30]>>[NH2:3][c:4]1[c:5]([CH:6]([OH:7])[c:8]2[cH:9][cH:10][c:11]([CH2:14][CH2:15][NH:16][C:17](=[O:18])[O:19][C:20]([CH3:21])([CH3:22])[CH3:23])[cH:12][cH:13]2)[cH:24][c:25]([Cl:28])[cH:26][cH:27]1. Starting materials: CN1C(CCC1)=O (N-methyl-2-pyrrolidone), ClC1=NC=C(C(=C1)C(C1=C(C=CC=C1F)F)S(=O)(=O)C1=CC=C(C=C1)Cl)Cl (2,5-Dichloro-4-[(4-chlorophenylsulfonyl)(2,6-difluorophenyl)methyl]pyridine), COC=1C=C(CN)C=CC1OC (3,4-dimethoxybenzylamine), CCCCCC (hexane). Run in C(C)(=O)OCC (ethyl acetate). Reaction conditions: temperature 150 celsius. Product: ClC=1C(=CC(=NC1)NCC1=CC(=C(C=C1)OC)OC)C(C1=C(C=CC=C1F)F)S(=O)(=O)C1=CC=C(C=C1)Cl (5-Chloro-4-[(4-chlorophenylsulfonyl)(2,6-difluorophenyl)methyl]-2-(3,4-dimethoxybenzylamino)pyridine). Isolated yield 30.3%. Reaction SMILES: CN1CCCC1=O.Cl[C:9]1[CH:14]=[C:13]([CH:15]([S:24]([C:27]2[CH:32]=[CH:31][C:30]([Cl:33])=[CH:29][CH:28]=2)(=[O:26])=[O:25])[C:16]2[C:21]([F:22])=[CH:20][CH:19]=[CH:18][C:17]=2[F:23])[C:12]([Cl:34])=[CH:11][N:10]=1.[CH3:35][O:36][C:37]1[CH:38]=[C:39]([CH:42]=[CH:43][C:44]=1[O:45][CH3:46])[CH2:40][NH2:41].CCCCCC>C(OCC)(=O)C>[Cl:34][C:12]1[C:13]([CH:15]([S:24]([C:27]2[CH:28]=[CH:29][C:30]([Cl:33])=[CH:31][CH:32]=2)(=[O:26])=[O:25])[C:16]2[C:21]([F:22])=[CH:20][CH:19]=[CH:18][C:17]=2[F:23])=[CH:14][C:9]([NH:41][CH2:40][C:39]2[CH:42]=[CH:43][C:44]([O:45][CH3:46])=[C:37]([O:36][CH3:35])[CH:38]=2)=[N:10][CH:11]=1. Procedure details: To an N-methyl-2-pyrrolidone solution (20 ml) of the 2,5-dichloro-4-[(4-chlorophenylsulfonyl)(2,6-difluorophenyl)methyl]pyridine (755 mg, 1.68 mmol) obtained in Example 294 was added 3,4-dimethoxybenzylamine (0.745 ml, 5.04 mmol) under an argon atmosphere. The resulting mixture was heated at 150° C. for 5 hours. The reaction mixture was returned to room temperature and then, diluted with ethyl acetate. The diluted solution was washed with a saturated aqueous solution of ammonium chloride, a satu... Starting materials: O=C([O-])[O-], CC#N, [Cs+], [Cs+], O=C(c1ccc(Br)cn1)N1CCC1, Cn1ccc(NC(=O)c2cc(O)cc(OC3CCOC3)c2)n1. The product is Cn1ccc(NC(=O)c2cc(Oc3ccc(C(=O)N4CCC4)nc3)cc(OC3CCOC3)c2)n1. As a reaction SMILES: [C:36](=[O:37])([O-:38])[O-:39].[CH3:42][C:43]#[N:44].[Cs+:40].[Cs+:41].[N:23]1([C:27](=[O:28])[c:29]2[n:30][cH:31][c:32]([Br:35])[cH:33][cH:34]2)[CH2:24][CH2:25][CH2:26]1.[OH:1][c:2]1[cH:3][c:4]([C:5](=[O:6])[NH:7][c:8]2[n:9][n:10]([CH3:13])[cH:11][cH:12]2)[cH:14][c:15]([O:17][CH:18]2[CH2:19][O:20][CH2:21][CH2:22]2)[cH:16]1>>[O:1]([c:2]1[cH:3][c:4]([C:5](=[O:6])[NH:7][c:8]2[n:9][n:10]([CH3:13])[cH:11][cH:12]2)[cH:14][c:15]([O:17][CH:18]2[CH2:19][O:20][CH2:21][CH2:22]2)[cH:16]1)[c:32]1[cH:31][n:30][c:29]([C:27]([N:23]2[CH2:24][CH2:25][CH2:26]2)=[O:28])[cH:34][cH:33]1. The reactants are O=C([O-])[O-], CN(C)C=O, Cl, COC(=O)CS(=O)(=O)CCC(F)(F)F, FC(F)(F)C(F)(F)CCI, [K+], [K+]. Product: COC(=O)C(CCC(F)(F)C(F)(F)F)S(=O)(=O)CCC(F)(F)F. RXN SMILES: [C:25](=[O:26])([O-:27])[O-:28].[CH3:32][N:33]([CH3:34])[CH:35]=[O:36].[ClH:31].[F:11][C:12]([CH2:13][CH2:14][S:15](=[O:16])(=[O:17])[CH2:18][C:19](=[O:20])[O:21][CH3:22])([F:23])[F:24].[I:1][CH2:2][CH2:3][C:4]([C:5]([F:6])([F:7])[F:8])([F:9])[F:10].[K+:29].[K+:30]>>[CH2:2]([CH2:3][C:4]([C:5]([F:6])([F:7])[F:8])([F:9])[F:10])[CH:18]([S:15]([CH2:14][CH2:13][C:12]([F:11])([F:23])[F:24])(=[O:16])=[O:17])[C:19](=[O:20])[O:21][CH3:22]. Starting materials: ClC=1C=C(C=CC1Cl)CCCN(C(C=C1OC(OC1=O)(C)C)=O)OC (N-[3-(3,4-dichlorophenyl)-propyl]-2-(2,2-dimethyl-5-oxo-[1,3]-dioxolan-4-ylidene)-N-methoxy-acetamide), C=O.CN (paraformaldehyde methylamine), CO (methanol), compound 44. The product is ClC=1C=C(C=CC1Cl)CCCN(C(=O)C=1CN(C(C1O)=O)C)OC (4-Hydroxy-1-methyl-5-oxo-2,5-dihydro-1H-pyrrole-3-carboxylic acid [3-(3,4-dichlorophenyl)-propyl]-methoxy-amide). Isolated yield 58.0%. As a reaction SMILES: [Cl:1][C:2]1[CH:3]=[C:4]([CH2:9][CH2:10][CH2:11][N:12]([O:24][CH3:25])[C:13](=[O:23])[CH:14]=[C:15]2[C:19](=[O:20])OC(C)(C)[O:16]2)[CH:5]=[CH:6][C:7]=1[Cl:8].C=O.[CH3:28][NH2:29].[CH3:30]O>>[Cl:1][C:2]1[CH:3]=[C:4]([CH2:9][CH2:10][CH2:11][N:12]([O:24][CH3:25])[C:13]([C:14]2[CH2:28][N:29]([CH3:30])[C:19](=[O:20])[C:15]=2[OH:16])=[O:23])[CH:5]=[CH:6][C:7]=1[Cl:8] |f:1.2|. Procedure details: Reaction of N-[3-(3,4-dichlorophenyl)-propyl]-2-(2,2-dimethyl-5-oxo-[1,3]-dioxolan-4-ylidene)-N-methoxy-acetamide (0.480 g, 1.16 mmol) with the paraformaldehyde-methylamine adduct in methanol using a procedure similar to the one described in the preparation of compound 44 (method 44B) gave 0.250 g (58% yield) of the title compound as white crystals; mp 106–108° C. (ethyl acetate-hexane). 1HNMR 400 MHz (CDCl3) δ (ppm); 2.01 (2H, m, CH2), 2.65 (2H, t, J=7.6 Hz, CH2), 3.14 (3H, s, NCH3), 3.73 (3H, ...